describe an organic reaction: reactants, conditions, products, and yield From a dataset of the Open Reaction Database (ORD), a public repository of structured organic reaction records. Starting materials: [BH4-].[Na+] (Sodium borohydride), Cl (HCl), COC(=O)/C=C/C=1C=C2CCC(OC2=CC1)C(=O)O (6-[(1E)-2-(Methoxycarbonyl)vinyl]chromane-2-carboxylic Acid), CO (methanol), O (water). Reagents/catalysts: [Cu]Cl (Copper (I) chloride). Conditions: temperature 0 celsius, time 15 minute. Product: C(C)OC(=O)CCC=1C=C2CCC(OC2=CC1)C(=O)O (6-[2-(ethoxycarbonyl)ethyl]chromane-2-carboxylic Acid). Reaction SMILES: [CH3:1][O:2][C:3](/[CH:5]=[CH:6]/[C:7]1[CH:8]=[C:9]2[C:14](=[CH:15][CH:16]=1)[O:13][CH:12]([C:17]([OH:19])=[O:18])[CH2:11][CH2:10]2)=[O:4].[BH4-].[Na+].O.Cl.[CH3:24]O>[Cu]Cl>[CH2:1]([O:2][C:3]([CH2:5][CH2:6][C:7]1[CH:8]=[C:9]2[C:14](=[CH:15][CH:16]=1)[O:13][CH:12]([C:17]([OH:19])=[O:18])[CH2:11][CH2:10]2)=[O:4])[CH3:24] |f:1.2|. Reported procedure: In a round bottom flask the compound from Example 31 (0.455 g, 1.74 mmol) was stirred in anhydrous methanol (10 mL) under an argon atmosphere. Copper (I) chloride (0.26 g, 2.6 mmol) was added and the mixture was cooled to 0° C. Sodium borohydride (0.457 g, 17.4 mmol) was added in four portions over 40 minutes. Gas evolution was observed with each addition. The resulting black mixture was stirred for 15 min and then poured into 100 mL water. The aqueous mixture was made acidic by addition of 1.0 ... The reactants are O=C(O)C(=O)O, CCOC(=O)C1C(=O)CCN(C(=O)OC)C1C, O. Yields the product COC(=O)N1CCC(=O)CC1C. RXN SMILES: [C:18]([OH:19])(=[O:20])[C:21]([OH:22])=[O:23].[CH3:1][O:2][C:3](=[O:4])[N:5]1[CH:6]([CH3:17])[CH:7]([C:12]([O:13][CH2:14][CH3:15])=[O:16])[C:8](=[O:11])[CH2:9][CH2:10]1.[OH2:24]>>[CH3:1][O:2][C:3](=[O:4])[N:5]1[CH:6]([CH3:17])[CH2:7][C:8](=[O:11])[CH2:9][CH2:10]1. Starting materials: C(C=C)N1CCOCC1 (allyl morpholine), BrC=1C=C(C=C(C1)C(F)(F)F)NC(C)=O (N-(3-bromo-5-trifluoromethyl-phenyl)-acetamide), N1(CCCCC1)CCCC=1C=C(C=C(C1)C(F)(F)F)NC(C)=O (N-[3-(3-piperidin-1-yl-propyl)-5-trifluoromethyl-phenyl]-acetamide). The product is N1(CCOCC1)CCCC=1C=C(C=C(C1)C(F)(F)F)NC(C)=O (N-[3-(3-Morpholin-4-yl-propyl)-5-trifluoromethyl-phenyl]-acetamide). RXN SMILES: [CH2:1]([N:4]1[CH2:9][CH2:8][O:7][CH2:6][CH2:5]1)[CH:2]=[CH2:3].Br[C:11]1[CH:12]=[C:13]([NH:21][C:22](=[O:24])[CH3:23])[CH:14]=[C:15]([C:17]([F:20])([F:19])[F:18])[CH:16]=1.N1(CCCC2C=C(NC(=O)C)C=C(C(F)(F)F)C=2)CCCCC1>>[N:4]1([CH2:1][CH2:2][CH2:3][C:11]2[CH:12]=[C:13]([NH:21][C:22](=[O:24])[CH3:23])[CH:14]=[C:15]([C:17]([F:18])([F:19])[F:20])[CH:16]=2)[CH2:9][CH2:8][O:7][CH2:6][CH2:5]1. Procedure: N-[3-(3-Morpholin-4-yl-propyl)-5-trifluoromethyl-phenyl]-acetamide was prepared from allyl morpholine and N-(3-bromo-5-trifluoromethyl-phenyl)-acetamide similar to that described in the preparation of N-[3-(3-piperidin-1-yl-propyl)-5-trifluoromethyl-phenyl]-acetamide. The reactants are CN(C)C=O, [H][H], CC(=O)Nc1ccc([N+](=O)[O-])cc1C. Product: CC(=O)Nc1ccc(N)cc1C. As a reaction SMILES: [CH3:17][N:18]([CH3:19])[CH:20]=[O:21].[H:15][H:16].[NH:1]([C:2](=[O:3])[CH3:4])[c:5]1[c:6]([CH3:14])[cH:7][c:8]([N+:11]([O-:12])=[O:13])[cH:9][cH:10]1>>[NH:1]([C:2](=[O:3])[CH3:4])[c:5]1[c:6]([CH3:14])[cH:7][c:8]([NH2:11])[cH:9][cH:10]1. Starting materials: CC(C)(C)c1ccc(OCC2CO2)cc1, COc1ccc2c(c1)C(=O)C(=O)C1=C2OC2(CCNCC2)CS1. Product: COc1ccc2c(c1)C(=O)C(=O)C1=C2OC2(CCN(CC(O)COc3ccc(C(C)(C)C)cc3)CC2)CS1. Reaction SMILES: [C:24]([CH3:25])([CH3:26])([CH3:27])[c:28]1[cH:29][cH:30][c:31]([O:32][CH2:33][CH:34]2[O:35][CH2:36]2)[cH:37][cH:38]1.[CH3:1][O:2][c:3]1[cH:4][c:5]2[c:19]([cH:20][cH:21]1)[C:9]1=[C:8]([C:7](=[O:22])[C:6]2=[O:23])[S:13][CH2:12][C:11]2([O:10]1)[CH2:14][CH2:15][NH:16][CH2:17][CH2:18]2>>[CH3:1][O:2][c:3]1[cH:4][c:5]2[c:19]([cH:20][cH:21]1)[C:9]1=[C:8]([C:7](=[O:22])[C:6]2=[O:23])[S:13][CH2:12][C:11]2([O:10]1)[CH2:14][CH2:15][N:16]([CH2:36][CH:34]([CH2:33][O:32][c:31]1[cH:30][cH:29][c:28]([C:24]([CH3:25])([CH3:26])[CH3:27])[cH:38][cH:37]1)[OH:35])[CH2:17][CH2:18]2. Starting materials: NC(C)P(OCC)(OCC)=O (diethyl α-aminoethyl-phosphonate), C(=O)CC(=O)OC(CC=O)=O (formylacetic acid anhydride). Conditions: temperature 120 celsius. Product: C(=O)NC(C)P(OCC)(OCC)=O (diethyl 1-(N-formylamino)-ethyl-phosphonate). As a reaction SMILES: [NH2:1][CH:2]([P:4](=[O:11])([O:8][CH2:9][CH3:10])[O:5][CH2:6][CH3:7])[CH3:3].[CH:12](CC(OC(=O)CC=O)=O)=[O:13]>>[CH:12]([NH:1][CH:2]([P:4](=[O:11])([O:5][CH2:6][CH3:7])[O:8][CH2:9][CH3:10])[CH3:3])=[O:13]. Procedure details: A mixture of 3.6 g of diethyl α-aminoethyl-phosphonate prepared by the process of Chalmers et al, J.A.C.S., Vol 75 (1953), p. 5278 and 2 g of formylacetic acid anhydride stood overnight at room temperature and was then heated at 120° C. under a pressure of 0.5 to 1 mm Hg for 15 to 20 minutes. The residue was distilled to obtain pure diethyl 1-(N-formylamino)-ethyl-phosphonate with a boiling point of 148°~150° at 0.5 mm Hg which was used as is for the next step. The reactants are [OH-].[Na+] (sodium hydroxide), BrC1=CC=CC2=C1C(N(CC=1N2C=NC1C(=O)OCC)C)=O (ethyl 7-bromo-5,6-dihydro-5-methyl-6-oxo-4H-imidazo[1,5-a][1,4]benzodiazepin-3carboxylate), Cl (hydrochloric acid). Solvent: O (water), C(C)O (ethanol). Product: BrC1=CC=CC2=C1C(N(CC=1N2C=NC1C(=O)O)C)=O (7-bromo-5,6-dihydro-5-methyl-6-oxo-4H-imidazo-[1,5-a][1,4]benzodiazepine-3-carboxylic acid). As a reaction SMILES: [Br:1][C:2]1[C:7]2[C:8](=[O:22])[N:9]([CH3:21])[CH2:10][C:11]3[N:12]([CH:13]=[N:14][C:15]=3[C:16]([O:18]CC)=[O:17])[C:6]=2[CH:5]=[CH:4][CH:3]=1.[OH-].[Na+].Cl>C(O)C.O>[Br:1][C:2]1[C:7]2[C:8](=[O:22])[N:9]([CH3:21])[CH2:10][C:11]3[N:12]([CH:13]=[N:14][C:15]=3[C:16]([OH:18])=[O:17])[C:6]=2[CH:5]=[CH:4][CH:3]=1 |f:1.2|. Procedure details: 7.10 g (19 mmol) of ethyl 7-bromo-5,6-dihydro-5-methyl-6-oxo-4H-imidazo[1,5-a][1,4]benzodiazepin-3carboxylate in 30 ml of ethanol are heated to boiling for 20 minutes with a solution of 1.13 g (28 mmol) of sodium hydroxide in 15 ml of water. The solution is thereafter neutralized with 7 ml of 4N hydrochloric acid and the ethanol is removed on a rotary evaporator. After cooling the separated solid is filtered off under suction. After drying at 85° in vacuo there is obtained 7-bromo-5,6-dihydro-5-...